Task: describe an organic reaction: reactants, conditions, products, and yield. Dataset: the Open Reaction Database (ORD), a public repository of structured organic reaction records The reactants are CCN(CC)c1ccc(N)cc1, COC(C)(C)C, Clc1cnc2[nH]c(-c3ccc(OCCN4CCOCC4)cc3)nc2c1Cl. Product: CCN(CC)c1ccc(Nc2c(Cl)cnc3nc(-c4ccc(OCCN5CCOCC5)cc4)[nH]c23)cc1. As a reaction SMILES: [CH2:27]([CH3:28])[N:29]([c:30]1[cH:31][cH:32][c:33]([NH2:36])[cH:34][cH:35]1)[CH2:37][CH3:38].[CH3:39][O:40][C:41]([CH3:42])([CH3:43])[CH3:44].[Cl:1][c:2]1[c:3]([Cl:26])[c:4]2[c:5]([n:6][cH:7]1)[nH:8][c:9](-[c:11]1[cH:12][cH:13][c:14]([O:17][CH2:18][CH2:19][N:20]3[CH2:21][CH2:22][O:23][CH2:24][CH2:25]3)[cH:15][cH:16]1)[n:10]2>>[Cl:1][c:2]1[c:3]([NH:36][c:33]2[cH:32][cH:31][c:30]([N:29]([CH2:27][CH3:28])[CH2:37][CH3:38])[cH:35][cH:34]2)[c:4]2[c:5]([n:6][cH:7]1)[n:8][c:9](-[c:11]1[cH:12][cH:13][c:14]([O:17][CH2:18][CH2:19][N:20]3[CH2:21][CH2:22][O:23][CH2:24][CH2:25]3)[cH:15][cH:16]1)[nH:10]2. Starting materials: CCNC(=O)C1CC(N(C(=O)C2CCCO2)C2CCC(C)(C)CC2)CN1C(=O)OC(C)(C)C, ClCCl, Cl. Yields the product CCNC(=O)C1CC(N(C(=O)C2CCCO2)C2CCC(C)(C)CC2)CN1. RXN SMILES: [C:1]([O:2][C:3]([CH3:4])([CH3:5])[CH3:6])(=[O:7])[N:8]1[CH:9]([C:29](=[O:30])[NH:31][CH2:32][CH3:33])[CH2:10][CH:11]([N:13]([C:14](=[O:15])[CH:16]2[O:17][CH2:18][CH2:19][CH2:20]2)[CH:21]2[CH2:22][CH2:23][C:24]([CH3:27])([CH3:28])[CH2:25][CH2:26]2)[CH2:12]1.[Cl:35][CH2:36][Cl:37].[ClH:34]>>[NH:8]1[CH:9]([C:29](=[O:30])[NH:31][CH2:32][CH3:33])[CH2:10][CH:11]([N:13]([C:14](=[O:15])[CH:16]2[O:17][CH2:18][CH2:19][CH2:20]2)[CH:21]2[CH2:22][CH2:23][C:24]([CH3:27])([CH3:28])[CH2:25][CH2:26]2)[CH2:12]1. Starting materials: Cc1ccc(C(=O)NCC(N)=O)cc1-n1cnc(OCc2ccc(F)cc2F)c(Cl)c1=O, NCC(N)=O. The product is CNC(=O)CNC(=O)c1ccc(C)c(-n2cnc(OCc3ccc(F)cc3F)c(Cl)c2=O)c1. RXN SMILES: [Cl:1][c:2]1[c:3]([O:23][CH2:24][c:25]2[c:26]([F:32])[cH:27][c:28]([F:31])[cH:29][cH:30]2)[n:4][cH:5][n:6](-[c:9]2[cH:10][c:11]([C:12](=[O:13])[NH:14][CH2:15][C:16](=[O:17])[NH2:18])[cH:19][cH:20][c:21]2[CH3:22])[c:7]1=[O:8].[NH2:33][CH2:34][C:35]([NH2:36])=[O:37]>>[Cl:1][c:2]1[c:3]([O:23][CH2:24][c:25]2[c:26]([F:32])[cH:27][c:28]([F:31])[cH:29][cH:30]2)[n:4][cH:5][n:6](-[c:9]2[cH:10][c:11]([C:12](=[O:13])[NH:14][CH2:15][C:16](=[O:17])[NH:18][CH3:34])[cH:19][cH:20][c:21]2[CH3:22])[c:7]1=[O:8]. The reactants are C(C1=CC=CC=C1)OC1=C(C=C(C=C1)C(C)(C)C)C(CO)(C)C (2-(2-(benzyloxy)-5-tert-butylphenyl)-2-methylpropan-1-ol). Reagents/catalysts: [OH-].[OH-].[Pd+2] (Pd(OH)2). Solvent: CO (MeOH). Yields the product OC1=C(C=C(C=C1)C(C)(C)C)C(CO)(C)C (2-(2-hydroxy-5-tert-butylphenyl)-2-methylpropan-1-ol). RXN SMILES: C([O:8][C:9]1[CH:14]=[CH:13][C:12]([C:15]([CH3:18])([CH3:17])[CH3:16])=[CH:11][C:10]=1[C:19]([CH3:23])([CH3:22])[CH2:20][OH:21])C1C=CC=CC=1>CO.[OH-].[OH-].[Pd+2]>[OH:8][C:9]1[CH:14]=[CH:13][C:12]([C:15]([CH3:18])([CH3:16])[CH3:17])=[CH:11][C:10]=1[C:19]([CH3:23])([CH3:22])[CH2:20][OH:21] |f:2.3.4|. Procedure details: Pd(OH)2 (1 g) and compound 9 (9.26 g, 0.030 mol) in MeOH (200 mL) were stirred under hydrogen at 20-30 psi pressure for 16-18 hours. The mixture was then filtered through Celite®, and the filtrate was concentrated to give compound 10 as a white solid. 1H NMR (DMSO-d6; 400 MHz) δ 9.16 (s), δ 7.16 (d), δ 7.00 (m), δ 6.65 (m), δ 4.71 (t), δ 3.62 (d), δ 1.27 (s), δ 1.22 (s). The reactants are Cl (HCl), O1CCOCC1 (dioxane), [Si](C)(C)(C(C)(C)C)OC[C@H](C1=CC(=CC=C1)Cl)N1C(C=C(C=C1)C1=NC(=NC=C1)N[C@@H]1[C@@H](COCC1)F)=O (1-((S)-2-(tert-butyldimethylsilyloxy)-1-(3-chlorophenyl)ethyl)-4-(2-(((3S,4S)-3-fluorotetrahydro-2H-pyran-4-yl)amino)pyrimidin-4-yl)pyridin-2(1H)-one). Solvent: CO (MeOH). Conditions: time 30 minute. Product: ClC=1C=C(C=CC1)[C@@H](CO)N1C(C=C(C=C1)C1=NC(=NC=C1)N[C@@H]1[C@@H](COCC1)F)=O (1-((S)-1-(3-chlorophenyl)-2-hydroxyethyl)-4-(2-(((3S,4S)-3-fluorotetrahydro-2H-pyran-4-yl)amino)pyrimidin-4-yl)pyridin-2(1H)-one). Yield: 95.6%. As a reaction SMILES: Cl.O1CCOCC1.[Si]([O:15][CH2:16][C@@H:17]([N:25]1[CH:30]=[CH:29][C:28]([C:31]2[CH:36]=[CH:35][N:34]=[C:33]([NH:37][C@H:38]3[CH2:43][CH2:42][O:41][CH2:40][C@H:39]3[F:44])[N:32]=2)=[CH:27][C:26]1=[O:45])[C:18]1[CH:23]=[CH:22][CH:21]=[C:20]([Cl:24])[CH:19]=1)(C(C)(C)C)(C)C>CO>[Cl:24][C:20]1[CH:19]=[C:18]([C@H:17]([N:25]2[CH:30]=[CH:29][C:28]([C:31]3[CH:36]=[CH:35][N:34]=[C:33]([NH:37][C@H:38]4[CH2:43][CH2:42][O:41][CH2:40][C@H:39]4[F:44])[N:32]=3)=[CH:27][C:26]2=[O:45])[CH2:16][OH:15])[CH:23]=[CH:22][CH:21]=1. Procedure details: 4M HCl in dioxane (0.939 mL, 3.76 mmol) was added to 1-((S)-2-(tert-butyldimethylsilyloxy)-1-(3-chlorophenyl)ethyl)-4-(2-(((3S,4S)-3-fluorotetrahydro-2H-pyran-4-yl)amino)pyrimidin-4-yl)pyridin-2(1H)-one (0.105 g, 0.188 mmol) in MeOH (5 mL). After 30 minutes, the reaction mixture was evaporated, and the residue was partitioned between EtOAc and saturated aqueous NaHCO3. The EtOAc was washed with brine, dried over MgSO4, filtered, and evaporated to yield a crude product (0.08 g) as a film. This wa... The reactants are FC1=CC(=C(C=C1)[N+](=O)[O-])OC (4-fluoro-2-methoxy-1-nitrobenzene), C(C)(=O)N1CCNCC1 (N-acetylpiperazine), C([O-])([O-])=O.[K+].[K+] (potassium carbonate). Run in CN(C=O)C (dimethylformamide). Yields the product COC=1C=C(C=CC1[N+](=O)[O-])N1CCN(CC1)C(C)=O (1-(4-(3-methoxy-4-nitrophenyl)piperazin-1-yl)ethanone). As a reaction SMILES: F[C:2]1[CH:7]=[CH:6][C:5]([N+:8]([O-:10])=[O:9])=[C:4]([O:11][CH3:12])[CH:3]=1.[C:13]([N:16]1[CH2:21][CH2:20][NH:19][CH2:18][CH2:17]1)(=[O:15])[CH3:14].C(=O)([O-])[O-].[K+].[K+]>CN(C)C=O>[CH3:12][O:11][C:4]1[CH:3]=[C:2]([N:19]2[CH2:20][CH2:21][N:16]([C:13](=[O:15])[CH3:14])[CH2:17][CH2:18]2)[CH:7]=[CH:6][C:5]=1[N+:8]([O-:10])=[O:9] |f:2.3.4|. Procedure: The compound obtained in Step 1 above (300 mg), N-acetylpiperazine (300 mg), and potassium carbonate (500 mg) were dissolved in dimethylformamide (3 mL) and reacted at 80° C. overnight. The dimethylformamide of the reaction mixture was removed under reduced pressure, and added with water to form a solid. The solid was filtered to obtain a target compound as a yellow solid. The reactants are 103, CC1=CC=C(C(=O)C2CCN(CC2)C(=O)OCC)C=C1 (ethyl 4-(4-methylbenzoyl)-1-piperidinecarboxylate), Br (hydrobromic acid). The solvent is O (water). Product: 91, Br.CC1=CC=C(C=C1)C(=O)C1CCNCC1 ((4-methylphenyl)(4-piperidinyl)methanone hydrobromide). Isolated yield 86.0%. Reaction SMILES: [CH3:1][C:2]1[CH:20]=[CH:19][C:5]([C:6]([CH:8]2[CH2:13][CH2:12][N:11](C(OCC)=O)[CH2:10][CH2:9]2)=[O:7])=[CH:4][CH:3]=1.[BrH:21]>O>[BrH:21].[CH3:1][C:2]1[CH:3]=[CH:4][C:5]([C:6]([CH:8]2[CH2:13][CH2:12][NH:11][CH2:10][CH2:9]2)=[O:7])=[CH:19][CH:20]=1 |f:3.4|. Reported procedure: A mixture of 103 parts of ethyl 4-(4-methylbenzoyl)-1-piperidinecarboxylate and 900 parts of a hydrobromic acid solution 48% in water is stirred and refluxed for 3 hours. The reaction mixture is stirred and allowed to cool in an ice-bath. The precipitated product is filtered off, washed with water and stirred in 2-propanone, yielding 91 parts (86%) of (4-methylphenyl)(4-piperidinyl)methanone hydrobromide; mp. +300° C. The product is BrC=1C=C(OC=2C(=NC=CC2C(F)(F)F)Cl)C=C(C1)Cl (3-(3-bromo-5-chlorophenoxy)-2-chloro-4-(trifluoromethyl)pyridine). Run in O (water). Run at time 60 minute. Procedure: To a round bottom flask charged with 3-bromo-5-chlorophenol (5.20 g, 25.1 mmol) and potassium carbonate (3.46 g, 25.1 mmol) was added N-methylpyrrolidinone (25 mL). To this suspension under N2 was added 2-chloro-3-fluoro-4-(trifluoromethyl)pyridine (5.00 g, 25.1 mmol) and the reaction mixture was placed in an oil bath at 120° C. After 60 minutes, the reaction mixture was allowed to cool to room temperature at which point, water (100 mL) was added. The mixture was extracted with ethyl acetate (2×... RXN SMILES: [Br:1][C:2]1[CH:3]=[C:4]([OH:9])[CH:5]=[C:6]([Cl:8])[CH:7]=1.C(=O)([O-])[O-].[K+].[K+].CN1CCCC1=O.[Cl:23][C:24]1[C:29](F)=[C:28]([C:31]([F:34])([F:33])[F:32])[CH:27]=[CH:26][N:25]=1>O>[Br:1][C:2]1[CH:3]=[C:4]([CH:5]=[C:6]([Cl:8])[CH:7]=1)[O:9][C:29]1[C:24]([Cl:23])=[N:25][CH:26]=[CH:27][C:28]=1[C:31]([F:34])([F:33])[F:32] |f:1.2.3|. Starting materials: ClC1=NC=CC(=C1F)C(F)(F)F (2-chloro-3-fluoro-4-(trifluoromethyl)pyridine), BrC=1C=C(C=C(C1)Cl)O (3-bromo-5-chlorophenol), C([O-])([O-])=O.[K+].[K+] (potassium carbonate), CN1C(CCC1)=O (N-methylpyrrolidinone). The reactants are CN[C@H]1CC[C@H](CC1)C(=O)O (cis-4-(methylamino)cyclohexanecarboxylic acid), solution, CN (methylamine), C1CCOC1 (THF), [OH-].[Na+] (NaOH), CN1CCNCC1 (1-methylpiperazine), ClC1=NC(=NC(=N1)Cl)Cl (2,4,6-trichloro-1,3,5-triazine). The solvent is CC#N.O (CH3CN H2O). Conditions: temperature 0 celsius. The product is CN([C@H]1CC[C@H](CC1)C(=O)O)C1=NC(=NC(=N1)NC)N1CCN(CC1)C (cis-4-{methyl[4-(methylamino)-6-(4-methyl-1-piperazinyl)-1,3,5-triazin-2-yl]amino}cyclohexanecarboxylic acid). Yield: 44.0%. As a reaction SMILES: Cl[C:2]1[N:7]=[C:6](Cl)[N:5]=[C:4](Cl)[N:3]=1.[CH3:10][NH2:11].C1COCC1.[OH-].[Na+].[CH3:19][NH:20][C@@H:21]1[CH2:26][CH2:25][C@H:24]([C:27]([OH:29])=[O:28])[CH2:23][CH2:22]1.[CH3:30][N:31]1[CH2:36][CH2:35][NH:34][CH2:33][CH2:32]1>CC#N.O>[CH3:19][N:20]([C:2]1[N:7]=[C:6]([NH:11][CH3:10])[N:5]=[C:4]([N:34]2[CH2:35][CH2:36][N:31]([CH3:30])[CH2:32][CH2:33]2)[N:3]=1)[C@@H:21]1[CH2:26][CH2:25][C@H:24]([C:27]([OH:29])=[O:28])[CH2:23][CH2:22]1 |f:3.4,7.8|. Procedure details: A mixture of 2,4,6-trichloro-1,3,5-triazine (0.5 g, 2.0 mmol) in a solution of CH3CN:H2O (1:1, 20 mL) was cooled to 0° C. A 2 M solution of methylamine in THF (1 mL, 2.0 mmol) was added. The reaction mixture was adjusted to a pH of about 8-9 using 1 N NaOH. The pH was maintained at about 9-10 for 0.5 hour. LCMS analysis showed the complete consumption of the 2,4,6-trichloro-1,3,5-triazine. To this mixture was added cis-4-(methylamino)cyclohexanecarboxylic acid (0.32 g, 2.0 mmol). The reaction mi... The reactants are BrC(Br)(Br)Br, OCc1ccc(F)cc1OCC(F)(F)F, c1ccc(P(c2ccccc2)c2ccccc2)cc1. The product is Fc1ccc(CBr)c(OCC(F)(F)F)c1. Reaction SMILES: [Br:16][C:17]([Br:18])([Br:19])[Br:20].[F:1][C:2]([CH2:3][O:4][c:5]1[c:6]([CH2:7][OH:8])[cH:9][cH:10][c:11]([F:13])[cH:12]1)([F:14])[F:15].[c:21]1([P:22]([c:23]2[cH:24][cH:25][cH:26][cH:27][cH:28]2)[c:29]2[cH:30][cH:31][cH:32][cH:33][cH:34]2)[cH:35][cH:36][cH:37][cH:38][cH:39]1>>[F:1][C:2]([CH2:3][O:4][c:5]1[c:6]([CH2:7][Br:16])[cH:9][cH:10][c:11]([F:13])[cH:12]1)([F:14])[F:15].